Dataset: the Open Reaction Database (ORD), a public repository of structured organic reaction records. Task: describe an organic reaction: reactants, conditions, products, and yield Starting materials: C1CCOC1, Cl, [N-]=[N+]=NCc1cccnc1Cl, [NH4+], [Na+], [OH-], [OH-], c1ccc(P(c2ccccc2)c2ccccc2)cc1. The product is NCc1cccnc1Cl. Reaction SMILES: [CH2:34]1[O:35][CH2:36][CH2:37][CH2:38]1.[ClH:33].[N:20](=[N+:21]=[N-:22])[CH2:23][c:24]1[c:25]([Cl:30])[n:26][cH:27][cH:28][cH:29]1.[NH4+:40].[Na+:32].[OH-:31].[OH-:39].[c:1]1([P:2]([c:3]2[cH:4][cH:5][cH:6][cH:7][cH:8]2)[c:9]2[cH:10][cH:11][cH:12][cH:13][cH:14]2)[cH:15][cH:16][cH:17][cH:18][cH:19]1>>[NH2:20][CH2:23][c:24]1[c:25]([Cl:30])[n:26][cH:27][cH:28][cH:29]1.